This data is from the Open Reaction Database (ORD), a public repository of structured organic reaction records. The task is: describe an organic reaction: reactants, conditions, products, and yield Starting materials: [I-].C[S+](=O)(C)C (trimethylsulphoxonium iodide), COC(CC(=O)C1=CC=CC=C1)C (3-methoxybutyrophenone), [H-].[Na+] (sodium hydride), 1,2-(3-methoxyphenyl)-2-propyloxiran, O1CC1 (oxiran), CN (methylamine). Product: COC=1C=C(C=CC1)C(O)(CCC)CNC (3-methoxy-α-[(methylamino)methyl]-α-propylbenzenemethanol). Reaction SMILES: [I-].[CH3:2][S+](C)(C)=O.CO[CH:9]([CH3:19])[CH2:10][C:11]([C:13]1[CH:18]=[CH:17][CH:16]=[CH:15][CH:14]=1)=[O:12].[H-].[Na+].[O:22]1C[CH2:23]1.[CH3:25][NH2:26]>>[CH3:23][O:22][C:17]1[CH:18]=[C:13]([C:11]([CH2:25][NH:26][CH3:2])([CH2:10][CH2:9][CH3:19])[OH:12])[CH:14]=[CH:15][CH:16]=1 |f:0.1,3.4|. Reported procedure: Following the method of Example 1,2-(3-methoxyphenyl)-2-propyloxiran was prepared from trimethylsulphoxonium iodide, 3-methoxybutyrophenone and sodium hydride. The oxiran was treated with 33% ethanolic methylamine affording 3-methoxy-α-[(methylamino)methyl]-α-propylbenzenemethanol isolated as the hydrochloride salt m.p. 168°-70° C. Starting materials: CN(C(=O)c1cc2c(s1)-c1ccc(Br)cc1OCC2)c1cc(C(=O)N2CC(O)C2)ccc1Cl, O=C([O-])[O-], CN, CS(C)=O, Cc1ccccc1, Cl, [Na+], [Na+], CC(=O)[O-], CC(=O)[O-], CN(C)C=O, [Pd+2]. Yields the product CNC(=O)c1ccc2c(c1)OCCc1cc(C(=O)N(C)c3cc(C(=O)N4CC(O)C4)ccc3Cl)sc1-2. Reaction SMILES: [Br:1][c:2]1[cH:3][cH:4][c:5]2[c:6]([cH:33]1)[O:7][CH2:8][CH2:9][c:10]1[c:11]-2[s:12][c:13]([C:15](=[O:16])[N:17]([CH3:18])[c:19]2[c:20]([Cl:32])[cH:21][cH:22][c:23]([C:25](=[O:26])[N:27]3[CH2:28][CH:29]([OH:31])[CH2:30]3)[cH:24]2)[cH:14]1.[C:37]([O-:38])([O-:39])=[O:40].[CH3:34][NH2:35].[CH3:43][S:44]([CH3:45])=[O:46].[CH3:47][c:48]1[cH:49][cH:50][cH:51][cH:52][cH:53]1.[ClH:36].[Na+:41].[Na+:42].[O-:60][C:61]([CH3:62])=[O:63].[O-:64][C:65]([CH3:66])=[O:67].[O:54]=[CH:55][N:56]([CH3:57])[CH3:58].[Pd+2:59]>>[c:2]1([C:37]([NH:35][CH3:34])=[O:40])[cH:3][cH:4][c:5]2[c:6]([cH:33]1)[O:7][CH2:8][CH2:9][c:10]1[c:11]-2[s:12][c:13]([C:15](=[O:16])[N:17]([CH3:18])[c:19]2[c:20]([Cl:32])[cH:21][cH:22][c:23]([C:25](=[O:26])[N:27]3[CH2:28][CH:29]([OH:31])[CH2:30]3)[cH:24]2)[cH:14]1.